From a dataset of the Open Reaction Database (ORD), a public repository of structured organic reaction records. describe an organic reaction: reactants, conditions, products, and yield Reactants: CO, c1cc(OCC2CO2)c2cc[nH]c2c1, OC1(c2cccc3ccccc23)CCNCC1. Yields the product OC(COc1cccc2[nH]ccc12)CN1CCC(O)(c2cccc3ccccc23)CC1. Reaction SMILES: [CH3:32][OH:33].[O:1]1[CH:2]([CH2:4][O:5][c:6]2[c:7]3[cH:8][cH:9][nH:10][c:11]3[cH:12][cH:13][cH:14]2)[CH2:3]1.[OH:15][C:16]1([c:22]2[cH:23][cH:24][cH:25][c:26]3[cH:27][cH:28][cH:29][cH:30][c:31]23)[CH2:17][CH2:18][NH:19][CH2:20][CH2:21]1>>[OH:1][CH:2]([CH2:3][N:19]1[CH2:18][CH2:17][C:16]([OH:15])([c:22]2[cH:23][cH:24][cH:25][c:26]3[cH:27][cH:28][cH:29][cH:30][c:31]23)[CH2:21][CH2:20]1)[CH2:4][O:5][c:6]1[c:7]2[cH:8][cH:9][nH:10][c:11]2[cH:12][cH:13][cH:14]1. Starting materials: crude product, C(C1=CC=CC=C1)OC=1C(=NSN1)OC1=C(C=C(C(=C1)N1C(N(C(=CC1=O)C(F)(F)F)C)=O)F)Cl (4-benzyloxy-3-{2-chloro-4-fluoro-5-[3-methyl-2,6-dioxo-4-(trifluoromethyl)-1,2,3,6-tetrahydropyrimidin-1-yl]phenoxy}-1,2,5-thiadiazole). The solvent is FC(C(=O)O)(F)F (trifluoroacetic acid). Product: ClC1=C(OC2=NSN=C2O)C=C(C(=C1)F)N1C(N(C(=CC1=O)C(F)(F)F)C)=O (3-{2-chloro-4-fluoro-5-[3-methyl-2,6-dioxo-4-(trifluoromethyl)-1,2,3,6-tetrahydropyrimidin-1-yl]phenoxy}-4-hydroxy-1,2,5-thiadiazole). RXN SMILES: C([O:8][C:9]1[C:10]([O:14][C:15]2[CH:20]=[C:19]([N:21]3[C:26](=[O:27])[CH:25]=[C:24]([C:28]([F:31])([F:30])[F:29])[N:23]([CH3:32])[C:22]3=[O:33])[C:18]([F:34])=[CH:17][C:16]=2[Cl:35])=[N:11][S:12][N:13]=1)C1C=CC=CC=1>FC(F)(F)C(O)=O>[Cl:35][C:16]1[CH:17]=[C:18]([F:34])[C:19]([N:21]2[C:26](=[O:27])[CH:25]=[C:24]([C:28]([F:29])([F:30])[F:31])[N:23]([CH3:32])[C:22]2=[O:33])=[CH:20][C:15]=1[O:14][C:10]1[C:9]([OH:8])=[N:13][S:12][N:11]=1. Procedure: A solution of 2.5 g of crude product of 4-benzyloxy-3-{2-chloro-4-fluoro-5-[3-methyl-2,6-dioxo-4-(trifluoromethyl)-1,2,3,6-tetrahydropyrimidin-1-yl]phenoxy}-1,2,5-thiadiazole in 20 ml of trifluoroacetic acid was stirred over night at room temperature. The solution was concentrated, and the residue was subjected to silica gel column chromatography to obtain 0.50 g of 3-{2-chloro-4-fluoro-5-[3-methyl-2,6-dioxo-4-(trifluoromethyl)-1,2,3,6-tetrahydropyrimidin-1-yl]phenoxy}-4-hydroxy-1,2,5-thiadiazol... Reactants: O=C([O-])[O-], CCCC[Sn](CCCC)(CCCC)c1nc(C)cs1, COc1ccc(COc2cc(Cl)nc3c(Cl)c(OC)ccc23)cc1, [K+], [K+], CN(C)C=O, Cl[Pd]Cl, c1ccc(P(c2ccccc2)c2ccccc2)cc1, c1ccc(P(c2ccccc2)c2ccccc2)cc1. Product: COc1ccc(COc2cc(-c3nc(C)cs3)nc3c(Cl)c(OC)ccc23)cc1. RXN SMILES: [C:44](=[O:45])([O-:46])[O-:47].[CH2:25]([Sn:26]([CH2:27][CH2:28][CH2:29][CH3:36])([c:30]1[s:31][cH:32][c:33]([CH3:35])[n:34]1)[CH2:37][CH2:38][CH2:39][CH3:40])[CH2:41][CH2:42][CH3:43].[CH3:1][O:2][c:3]1[cH:4][cH:5][c:6]([CH2:7][O:8][c:9]2[cH:10][c:11]([Cl:22])[n:12][c:13]3[c:14]([Cl:21])[c:15]([O:19][CH3:20])[cH:16][cH:17][c:18]23)[cH:23][cH:24]1.[K+:48].[K+:49].[O:50]=[CH:51][N:52]([CH3:53])[CH3:54].[Pd:55]([Cl:56])[Cl:57].[c:58]1([P:59]([c:60]2[cH:61][cH:62][cH:63][cH:64][cH:65]2)[c:66]2[cH:67][cH:68][cH:69][cH:70][cH:71]2)[cH:72][cH:73][cH:74][cH:75][cH:76]1.[c:77]1([P:78]([c:79]2[cH:80][cH:81][cH:82][cH:83][cH:84]2)[c:85]2[cH:86][cH:87][cH:88][cH:89][cH:90]2)[cH:91][cH:92][cH:93][cH:94][cH:95]1>>[CH3:1][O:2][c:3]1[cH:4][cH:5][c:6]([CH2:7][O:8][c:9]2[cH:10][c:11](-[c:30]3[s:31][cH:32][c:33]([CH3:35])[n:34]3)[n:12][c:13]3[c:14]([Cl:21])[c:15]([O:19][CH3:20])[cH:16][cH:17][c:18]23)[cH:23][cH:24]1. The reactants are O[C@@]1(C[C@H](CCC1)C)CNC(=O)C=1C=2C=CC(=NC2C=CC1Cl)Cl (2,6-dichloro-quinoline-5-carboxylic acid ((1S,3S)-1-hydroxy-3methyl-cyclohexylmethyl)-amide), CCN(C(C)C)C(C)C (DIPEA), CN(C1CNCC1)C (3-dimethylamino-pyrrolidine). Product: O[C@@]1(C[C@H](CCC1)C)CNC(=O)C=1C=2C=CC(=NC2C=CC1Cl)N1CC(CC1)N(C)C (6-Chloro-2-(3-dimethylamino-pyrrolidin-1-yl)-quinoline-5-carboxylic acid ((1S,3S)-1-hydroxy-3-methyl-cyclohexylmethyl)-amide). Reaction SMILES: [OH:1][C@@:2]1([CH2:9][NH:10][C:11]([C:13]2[C:14]3[CH:15]=[CH:16][C:17](Cl)=[N:18][C:19]=3[CH:20]=[CH:21][C:22]=2[Cl:23])=[O:12])[CH2:7][CH2:6][CH2:5][C@H:4]([CH3:8])[CH2:3]1.CCN(C(C)C)C(C)C.[CH3:34][N:35]([CH3:41])[CH:36]1[CH2:40][CH2:39][NH:38][CH2:37]1>>[OH:1][C@@:2]1([CH2:9][NH:10][C:11]([C:13]2[C:14]3[CH:15]=[CH:16][C:17]([N:38]4[CH2:39][CH2:40][CH:36]([N:35]([CH3:41])[CH3:34])[CH2:37]4)=[N:18][C:19]=3[CH:20]=[CH:21][C:22]=2[Cl:23])=[O:12])[CH2:7][CH2:6][CH2:5][C@H:4]([CH3:8])[CH2:3]1. Reported procedure: The title compound was synthesized according to the procedure described in example 1 using 2,6-dichloro-quinoline-5-carboxylic acid ((1S,3S)-1-hydroxy-3methyl-cyclohexylmethyl)-amide, DIPEA and 3-dimethylamino-pyrrolidine. 1H NMR (400 MHz, DMSO-d6) δ ppm 8.75 (1H), 7.85 (m, 1H), 7.58 (2H), 7.05 (1H), 4.16 (s, 1H), 4.00 (t, 2H), 3.80 (t, 1H), 3.55 (m, 1H), 3.26 (m, 2H), 2.44 (m, 2H), 2.22 (s, 6H), 2.06 (m, 2H), 1.85 (m, 2H), 1.74-1.76 (m, 5H), 1.27 (t, 1H), 1.07 (t, 1H), 0.83 (d, 3H). m/z: 446 [M... Yields the product NC(C)=NC(=O)P(OCC)(OCC)=O (diethyl 1-amino-1-methylmethyleneaminocarbonylphosphonate). Procedure details: A solution of 98 parts of diethyl methoxycarbonylphosphonate plus 47 parts of acetamidine hydrochloride in 1000 parts of anhydrous tetrahydrofuran can be refluxed for 8 hours and the solvent then removed under reduced pressure to give diethyl 1-amino-1-methylmethyleneaminocarbonylphosphonate. In a similar manner, starting with the appropriate alkoxycarbonylphosphonate and imino compounds, the following compounds can be prepared: Reaction SMILES: CO[C:3]([P:5](=[O:12])([O:9][CH2:10][CH3:11])[O:6][CH2:7][CH3:8])=[O:4].Cl.[C:14]([NH2:17])(=[NH:16])[CH3:15]>O1CCCC1>[NH2:17][C:14](=[N:16][C:3]([P:5](=[O:12])([O:6][CH2:7][CH3:8])[O:9][CH2:10][CH3:11])=[O:4])[CH3:15] |f:1.2|. The solvent is O1CCCC1 (tetrahydrofuran). Starting materials: 98, COC(=O)P(OCC)(OCC)=O (diethyl methoxycarbonylphosphonate), Cl.C(C)(=N)N (acetamidine hydrochloride).